From a dataset of the Open Reaction Database (ORD), a public repository of structured organic reaction records. describe an organic reaction: reactants, conditions, products, and yield The reactants are CC(C)(C)OC(=O)N1CCC(C2CO2)C1, CCS, C1CCOC1, [H-], [Na+], O. The product is CCSCC(O)C1CCN(C(=O)OC(C)(C)C)C1. As a reaction SMILES: [C:6]([CH3:7])([CH3:8])([CH3:9])[O:10][C:11](=[O:12])[N:13]1[CH2:14][CH:15]([CH:18]2[O:19][CH2:20]2)[CH2:16][CH2:17]1.[CH2:1]([CH3:2])[SH:3].[CH2:22]1[O:23][CH2:24][CH2:25][CH2:26]1.[H-:5].[Na+:4].[OH2:21]>>[CH2:1]([CH3:2])[S:3][CH2:20][CH:18]([CH:15]1[CH2:14][N:13]([C:11]([O:10][C:6]([CH3:7])([CH3:8])[CH3:9])=[O:12])[CH2:17][CH2:16]1)[OH:19]. The reactants are C(C1=CC=CC=C1)OC[C@H]([C@H](C(=O)O)NS(=O)(=O)C1=CC=C(C=C1)C1=CC=C(C=C1)OC)O ((2R,3S)-4-Benzyloxy-3-hydroxy-2-(4′-methoxy-biphenyl-4-sulfonylamino)-butyric acid), N(=[N+]=[N-])[C@@H](C(=O)O)[C@@H](COCC1=CC=CC=C1)O ((2R, 3S)-2-azido-4-benzyloxy-3-hydroxy-butyric acid), [Sn](Cl)Cl (tin (II) chloride). Solvent: CO (methanol). Run at time 2 hour. Product: C(C1=CC=CC=C1)OC[C@@H]([C@H](C(=O)O)NS(=O)(=O)C1=CC=C(C=C1)C1=CC=C(C=C1)OC)O ((2R,3R)-4-benzyloxy-3-hydroxy-2-(4′-methoxy-biphenyl-4-sulfonylamino)-butyric acid). RXN SMILES: [CH2:1]([O:8][CH2:9][C@@H:10]([OH:33])[C@@H:11]([NH:15][S:16]([C:19]1[CH:24]=[CH:23][C:22]([C:25]2[CH:30]=[CH:29][C:28]([O:31][CH3:32])=[CH:27][CH:26]=2)=[CH:21][CH:20]=1)(=[O:18])=[O:17])[C:12]([OH:14])=[O:13])[C:2]1[CH:7]=[CH:6][CH:5]=[CH:4][CH:3]=1.N([C@H]([C@H](O)COCC1C=CC=CC=1)C(O)=O)=[N+]=[N-].[Sn](Cl)Cl>CO>[CH2:1]([O:8][CH2:9][C@H:10]([OH:33])[C@@H:11]([NH:15][S:16]([C:19]1[CH:24]=[CH:23][C:22]([C:25]2[CH:30]=[CH:29][C:28]([O:31][CH3:32])=[CH:27][CH:26]=2)=[CH:21][CH:20]=1)(=[O:18])=[O:17])[C:12]([OH:14])=[O:13])[C:2]1[CH:7]=[CH:6][CH:5]=[CH:4][CH:3]=1. Procedure details: (2R,3S)-4-Benzyloxy-3-hydroxy-2-(4′-methoxy-biphenyl-4-sulfonylamino)-butyric acid. To a solution of (2R, 3S)-2-azido-4-benzyloxy-3-hydroxy-butyric acid (50 mg) in methanol (1 mL) is added tin (II) chloride (60 mg) and the reaction mixture is stirred at room temperature for 2 hr. The volatiles are removed under vacuum and the residue is dissolved in dioxane-water (1.6 mL, 1:1, v/v). To the mixture is added triethylamine (0.1 mL) and (4′-methoxy[1,1′-biphenyl]-4-yl)sulfonyl chloride (110 mg) and ... The reactants are [I-].[Na+] (sodium iodide), S([O-])(O)=O.[Na+] (sodium bisulfite), NC=1C(=NC(=C(C1Cl)Cl)Cl)C(=O)OC (Methyl 3-amino-4,5,6-trichloropicolinate), N(=O)[O-].[Na+] (sodium nitrite). Solvent: O (water), ClCCl (dichloromethane), C(C)(=O)OCC (Ethyl acetate), Cl (HCl). Run at temperature 5 celsius, time 20 minute. Yields the product ClC1=C(C(=NC(=C1Cl)Cl)C(=O)OC)I (methyl 4,5,6-trichloro-3-iodopicolinate). Isolated yield 245.7%. As a reaction SMILES: N[C:2]1[C:3]([C:11]([O:13][CH3:14])=[O:12])=[N:4][C:5]([Cl:10])=[C:6]([Cl:9])[C:7]=1[Cl:8].N([O-])=O.[Na+].[I-:19].[Na+].S(=O)(O)[O-].[Na+]>Cl.O.ClCCl.C(OCC)(=O)C>[Cl:8][C:7]1[C:6]([Cl:9])=[C:5]([Cl:10])[N:4]=[C:3]([C:11]([O:13][CH3:14])=[O:12])[C:2]=1[I:19] |f:1.2,3.4,5.6|. Reported procedure: Methyl 3-amino-4,5,6-trichloropicolinate (0.5 g, 2.0 mmol) was dissolved in concentrated HCl (20 mL), cooled to 5° C., and treated with a solution of sodium nitrite (0.2 g, 3.0 mmol dissolved in 1 mL of water) over 15 minutes. The reaction mixture was stirred for 20 minutes at 5° C. and poured carefully into a rapidly stirred mixture of sodium iodide (1.8 g; 12 mmol) in water (100 mL) and dichloromethane (30 mL). After 20 minutes, solid sodium bisulfite was added. Ethyl acetate (100 mL) was adde...